From a dataset of the Open Reaction Database (ORD), a public repository of structured organic reaction records. describe an organic reaction: reactants, conditions, products, and yield The reactants are CC(=O)O, N#C[K], O=Cc1cccc2ccccc12. Yields the product N#CC(O)c1cccc2ccccc12. As a reaction SMILES: [CH3:16][C:17](=[O:18])[OH:19].[K:1][C:2]#[N:3].[c:4]1([CH:14]=[O:15])[cH:5][cH:6][cH:7][c:8]2[cH:9][cH:10][cH:11][cH:12][c:13]12>>[C:2](#[N:3])[CH:14]([c:4]1[cH:5][cH:6][cH:7][c:8]2[cH:9][cH:10][cH:11][cH:12][c:13]12)[OH:15].